Dataset: the Open Reaction Database (ORD), a public repository of structured organic reaction records. Task: describe an organic reaction: reactants, conditions, products, and yield As a reaction SMILES: [Br:1][C:2]1[CH:7]=[C:6]([NH2:8])[N:5]=[C:4]([NH2:9])[CH:3]=1.C1(C)C=C(C)C=C(C)C=1S(O[NH2:22])(=O)=O.[O:24]1[CH2:29][CH2:28][CH2:27][CH:26]=[C:25]1[CH:30]=O>>[Br:1][C:2]1[CH:7]=[C:6]([NH2:8])[N:5]2[N:22]=[C:30]([C:25]3[O:24][CH2:29][CH2:28][CH2:27][CH:26]=3)[N:9]=[C:4]2[CH:3]=1. Reported procedure: The title compound, MS m/e (%): 295 (M+, 100), was prepared in accordance with the general method of example 63 from 4-bromo-pyridine-2,6-diamine, O-mesitylene-sulfonylhydroxylamine, and 5,6-dihydro-4H-pyran-2-carbaldehyde. The purification was performed with reversed phase HPLC eluting with an acetonitrile/water gradient. Product: BrC1=CC=2N(C(=C1)N)N=C(N2)C=2OCCCC2 (7-Bromo-2-(5,6-dihydro-4H-pyran-2-yl)-[1,2,4]triazolo[1,5-a]pyridin-5-ylamine). Starting materials: BrC1=CC(=NC(=C1)N)N (4-bromo-pyridine-2,6-diamine), C1(=C(C(=CC(=C1)C)C)S(=O)(=O)ON)C (O-mesitylene-sulfonylhydroxylamine), O1C(=CCCC1)C=O (5,6-dihydro-4H-pyran-2-carbaldehyde).